describe an organic reaction: reactants, conditions, products, and yield From a dataset of the Open Reaction Database (ORD), a public repository of structured organic reaction records. The reactants are COC(N/C(=N/C(OC)=O)/SC)=O (dimethyl[(Z)-(methylsulphanyl)methylylidene]biscarbamate), ClC1=C(COC=2C=C(C(=CC2)N)N)C(=CC=C1)Cl (4-[(2,6-dichlorobenzyl)oxy]benzene-1,2-diamine). Solvent: CO (methanol), C(C)(=O)O (acetic acid). Yields the product ClC1=C(COC=2C=CC3=C(NC(=N3)NC(OC)=O)C2)C(=CC=C1)Cl (methyl {6-[(2,6-dichlorobenzyl)oxy]-1H-benzimidazol-2-yl}carbamate). Isolated yield 64.5%. RXN SMILES: CO[C:3](=O)[NH:4]/[C:5](/SC)=[N:6]/[C:7](=[O:10])[O:8][CH3:9].[Cl:14][C:15]1[CH:30]=[CH:29][CH:28]=[C:27]([Cl:31])[C:16]=1[CH2:17][O:18][C:19]1[CH:20]=[C:21]([NH2:26])C(N)=[CH:23][CH:24]=1>CO.C(O)(=O)C>[Cl:14][C:15]1[CH:30]=[CH:29][CH:28]=[C:27]([Cl:31])[C:16]=1[CH2:17][O:18][C:19]1[CH:24]=[CH:23][C:3]2[N:4]=[C:5]([NH:6][C:7](=[O:10])[O:8][CH3:9])[NH:26][C:21]=2[CH:20]=1. Procedure details: add 728 mg of dimethyl[(Z)-(methylsulphanyl)methylylidene]biscarbamate to a solution of 1 g of 4-[(2,6-dichlorobenzyl)oxy]benzene-1,2-diamine in a mixture of 60 cm3 of methanol and 212 mg of glacial acetic acid. The mixture is refluxed for 5.5 hours then concentrated under reduced pressure (0.2 kPa). The residue is taken up in 80 cm3 of a saturated aqueous solution in sodium hydrogen carbonate and the mixture obtained is extracted five times with 150 cm3 of ethyl acetate. The combined organic ph... The reactants are C1CCOC1, OCc1c(Cl)cc(Cl)cc1Cl, COC(=O)CCC(C(N)=O)N1Cc2c(O)cccc2C1=O, CC(C)OC(=O)N=NC(=O)OC(C)C, c1ccc(P(c2ccccc2)c2ccccc2)cc1. Product: COC(=O)CCC(C(N)=O)N1Cc2c(OCc3c(Cl)cc(Cl)cc3Cl)cccc2C1=O. RXN SMILES: [CH2:66]1[O:67][CH2:68][CH2:69][CH2:70]1.[Cl:22][c:23]1[c:24]([CH2:25][OH:26])[c:27]([Cl:32])[cH:28][c:29]([Cl:31])[cH:30]1.[NH2:1][C:2]([CH:3]([CH2:4][CH2:5][C:6](=[O:7])[O:8][CH3:9])[N:10]1[C:11](=[O:20])[c:12]2[cH:13][cH:14][cH:15][c:16]([OH:19])[c:17]2[CH2:18]1)=[O:21].[O:52]=[C:53]([O:54][CH:55]([CH3:56])[CH3:57])[N:58]=[N:59][C:60]([O:61][CH:62]([CH3:63])[CH3:64])=[O:65].[c:33]1([P:34]([c:35]2[cH:36][cH:37][cH:38][cH:39][cH:40]2)[c:41]2[cH:42][cH:43][cH:44][cH:45][cH:46]2)[cH:47][cH:48][cH:49][cH:50][cH:51]1>>[NH2:1][C:2]([CH:3]([CH2:4][CH2:5][C:6](=[O:7])[O:8][CH3:9])[N:10]1[C:11](=[O:20])[c:12]2[cH:13][cH:14][cH:15][c:16]([O:19][CH2:25][c:24]3[c:23]([Cl:22])[cH:30][c:29]([Cl:31])[cH:28][c:27]3[Cl:32])[c:17]2[CH2:18]1)=[O:21].